Dataset: the Open Reaction Database (ORD), a public repository of structured organic reaction records. Task: describe an organic reaction: reactants, conditions, products, and yield The reactants are O=C1CC2(CCN(CC2)C(=O)OC(C)(C)C)OC2=CC=CC=C12 (tert-butyl 4-oxospiro[chromane-2,4′-piperidine]-1′-carboxylate), C([O-])(O)=O.[Na+] (sodium bicarbonate), C(OCC)(OCC)OCC (triethyl orthoformate), C(C)N(C(C)C)C(C)C (N-ethyl-N-isopropylpropan-2-amine). Solvent: ClCCl (dichloromethane), ClCCl (dichloromethane), ClCCl (dichloromethane). Run at temperature 0 celsius, time 10 minute. Yields the product C(C)OC(C1C(C2=CC=CC=C2OC12CCN(CC2)C(=O)OC(C)(C)C)=O)OCC (tert-butyl 3-(diethoxymethyl)-4-oxo-spiro[chromane-2,4′-piperidine]-1′-carboxylate). Isolated yield 101.0%. Reaction SMILES: [CH:1]([O:8][CH2:9][CH3:10])([O:5][CH2:6][CH3:7])OCC.[O:11]=[C:12]1[C:33]2[C:28](=[CH:29][CH:30]=[CH:31][CH:32]=2)[O:27][C:14]2([CH2:19][CH2:18][N:17]([C:20]([O:22][C:23]([CH3:26])([CH3:25])[CH3:24])=[O:21])[CH2:16][CH2:15]2)[CH2:13]1.C(N(C(C)C)C(C)C)C.C(=O)(O)[O-].[Na+]>ClCCl>[CH2:9]([O:8][CH:1]([O:5][CH2:6][CH3:7])[CH:13]1[C:14]2([CH2:15][CH2:16][N:17]([C:20]([O:22][C:23]([CH3:25])([CH3:24])[CH3:26])=[O:21])[CH2:18][CH2:19]2)[O:27][C:28]2[C:33](=[CH:32][CH:31]=[CH:30][CH:29]=2)[C:12]1=[O:11])[CH3:10] |f:3.4|. Procedure: To triethyl orthoformate (85 mL, 510 mmol) in dry dichloromethane (460 mL) under nitrogen at −10° C. was added dropwise BF3OEt2 (65 mL, 510 mmol). The solution was allowed to warm to 0° C. and was stirred for 10 minutes. The solution was cooled to −78° C. prior to the slow dropwise addition of tert-butyl 4-oxospiro[chromane-2,4′-piperidine]-1′-carboxylate (55 g, 170 mmol) in dichloromethane (25 mL). N-ethyl-N-isopropylpropan-2-amine (100 mL, 600 mmol) was added over a 30 minutes period, and the ...